From a dataset of the Open Reaction Database (ORD), a public repository of structured organic reaction records. describe an organic reaction: reactants, conditions, products, and yield Run in C1CCOC1 (THF). As a reaction SMILES: [CH:1]([NH:3][CH:4]=[O:5])=[CH2:2].CC([O-])(C)C.[K+].Br[CH2:13][CH2:14][CH2:15][CH3:16]>C1COCC1>[CH2:13]([N:3]([CH:1]=[CH2:2])[CH:4]=[O:5])[CH2:14][CH2:15][CH3:16] |f:1.2|. The product is C(CCC)N(C=O)C=C (N-n-butyl-N-vinylformamide). The reactants are C(=C)NC=O (N-vinylformamide), CC(C)(C)[O-].[K+] (t-BuOK), BrCCCC (1-Bromobutane). Run at temperature 15 celsius, time 45 minute. Procedure details: Into a dry 500 mL three-necked round-bottomed flask equipped with magnetic stirring bar and dropping funnel were placed 11.67 g (0.164 mol) of N-vinylformamide and 200 mL of anhydrous THF. The mixture was cooled to 15° C. in an ice bath under nitrogen and a total of 18.8 g (0.167 mol) of t-BuOK was added in three portions with constant stirring over 45 minutes. 1-Bromobutane, 24.5 g (0.179 mol) was then added to the reaction mixture dropwise over 30 minutes. When addition was complete, the react... Reactants: C(C)(C)(C)N (tert-butylamine), ice water, ClC=1SC(=C(N1)C)S(=O)(=O)Cl (2-chloro-4-methyl-thiazole-5-sulfonyl chloride). Solvent: C(=O)(O)[O-].[Na+] (NaHCO3), C(C)(=O)OCC (ethyl acetate), C(C)(=O)OCC (ethyl acetate). Conditions: time 16 hour. Product: C(C)(C)(C)NS(=O)(=O)C1=C(N=C(S1)Cl)C (2-Chloro-4-methyl-thiazole-5-sulfonic acid tert-butylamide). Yield: 79.1%. Reaction SMILES: [C:1]([NH2:5])([CH3:4])([CH3:3])[CH3:2].[Cl:6][C:7]1[S:8][C:9]([S:13](Cl)(=[O:15])=[O:14])=[C:10]([CH3:12])[N:11]=1>C([O-])(O)=O.[Na+].C(OCC)(=O)C>[C:1]([NH:5][S:13]([C:9]1[S:8][C:7]([Cl:6])=[N:11][C:10]=1[CH3:12])(=[O:15])=[O:14])([CH3:4])([CH3:3])[CH3:2] |f:2.3|. Procedure details: To a stirred solution of commercially available tert-butylamine (3.76 mL, 35.5 mmol) in saturated NaHCO3 solution (30 mL) and ethyl acetate (50 mL) was added at 0° C. (ice water bath) a solution of commercially available 2-chloro-4-methyl-thiazole-5-sulfonyl chloride [CAS-No. 292138-59-1] (5.0 g, 21.5 mmol). The reaction mixture was stirred at room temperature for 16 h, ethyl acetate (50 mL) was added followed by extraction. The water layer was again extracted with ethyl acetate (50 mL). The com...